describe an organic reaction: reactants, conditions, products, and yield From a dataset of the Open Reaction Database (ORD), a public repository of structured organic reaction records. The reactants are ClC1=CC(=CC=C1)C(=O)OO (m-chloroperbenzoic acid), steroid-bicarbonate, C(C1=CC=CC=C1)(=O)O[C@@H]1C[C@@H]2CC=C3C4=CC[C@H]([C@@H](CCCC(C)C)C)[C@]4(CC[C@@H]3[C@]2(CC1)C)C ((3β,5α)-cholesta-7,14-dien-3-ol benzoate), C([O-])(O)=O.[Na+] (sodium bicarbonate), O (water). Run in COC(C)(C)C (t-butyl methyl ether), COC(C)(C)C (t-butyl methyl ether). Reaction conditions: temperature 0 celsius, time 2 hour. Product: 19.1, C(C1=CC=CC=C1)(=O)O[C@@H]1C[C@@H]2CC=C3[C@]45[C@H](C[C@H]([C@@H](CCCC(C)C)C)[C@]4(CC[C@@H]3[C@]2(CC1)C)C)O5 ((3β,5α,15α)-14,15-epoxycholest-7-en-3-ol benzoate). Reaction SMILES: [C:1]([O:9][C@H:10]1[CH2:34][CH2:33][C@@:32]2([CH3:35])[C@@H:12]([CH2:13][CH:14]=[C:15]3[C@@H:31]2[CH2:30][CH2:29][C@@:28]2([CH3:36])[C:16]3=[CH:17][CH2:18][C@@H:19]2[C@H:20]([CH3:27])[CH2:21][CH2:22][CH2:23][CH:24]([CH3:26])[CH3:25])[CH2:11]1)(=[O:8])[C:2]1[CH:7]=[CH:6][CH:5]=[CH:4][CH:3]=1.C(=O)(O)[O-:38].[Na+].ClC1C=CC=C(C(OO)=O)C=1.O>COC(C)(C)C>[C:1]([O:9][C@H:10]1[CH2:34][CH2:33][C@@:32]2([CH3:35])[C@@H:12]([CH2:13][CH:14]=[C:15]3[C@@H:31]2[CH2:30][CH2:29][C@@:28]2([CH3:36])[C@@:16]43[O:38][C@H:17]4[CH2:18][C@@H:19]2[C@H:20]([CH3:27])[CH2:21][CH2:22][CH2:23][CH:24]([CH3:26])[CH3:25])[CH2:11]1)(=[O:8])[C:2]1[CH:7]=[CH:6][CH:5]=[CH:4][CH:3]=1 |f:1.2|. Reported procedure: A 24.55 kg amount of (3β,5α)-cholesta-7,14-dien-3-ol benzoate (2) (prepared in the manner described in Example 1) and 6.41 g of sodium bicarbonate were suspended under nitrogen with good agitation in 240 liters of t-butyl methyl ether in a 200-gallon reactor and chilled to 0° C. A solution of 13.0 kg of m-chloroperbenzoic acid in 100 liters of t-butyl methyl ether at about 20° C. was added to the steroid-bicarbonate suspension over a 10 minute period. A mild exothermic reaction which raised the ...